From a dataset of the Open Reaction Database (ORD), a public repository of structured organic reaction records. describe an organic reaction: reactants, conditions, products, and yield Reactants: C(C)(C)(C)OC(=O)N1CCN(CC1)C=1OC2=C(N1)C=CC=C2 (4-benzoxazol-2-yl-piperazine-1-carboxylic acid tert.-butyl ester), Cl (hydrochloric acid). Run in O1CCOCC1 (dioxane). Conditions: time 1 hour. Yields the product Cl.N1(CCNCC1)C=1OC2=C(N1)C=CC=C2 (2-Piperazin-1-yl-benzoxazole Hydrochloride). Reaction SMILES: C(OC([N:8]1[CH2:13][CH2:12][N:11]([C:14]2[O:15][C:16]3[CH:22]=[CH:21][CH:20]=[CH:19][C:17]=3[N:18]=2)[CH2:10][CH2:9]1)=O)(C)(C)C.[ClH:23]>O1CCOCC1>[ClH:23].[N:11]1([C:14]2[O:15][C:16]3[CH:22]=[CH:21][CH:20]=[CH:19][C:17]=3[N:18]=2)[CH2:12][CH2:13][NH:8][CH2:9][CH2:10]1 |f:3.4|. Procedure details: 10.8 mmol of 4-benzoxazol-2-yl-piperazine-1-carboxylic acid tert.-butyl ester were treated with 30 ml of a dioxane, saturated with gaseous hydrochloric acid. The heterogenous mixture was stirred at room temperature for 1 hour, before evaporation of the solvent. This yielded the title compound as a colorless solid. Starting materials: FC(C(C(=O)O)(O)C(F)F)F (2,2-bis-difluoromethyl-2-hydroxyacetic acid), S(=O)(Cl)Cl (thionyl chloride), C([O-])(O)=O.[Na+] (sodium bicarbonate), N1=C(C=CC=C1)S(=O)(=O)C1=CC=C(N)C=C1 (4-(2-Pyridylsulfonyl)aniline). Run in CC(=O)N(C)C (dimethylacetamide), O (water). Run at temperature -10 celsius, time 30 minute. The product is N1=C(C=CC=C1)S(=O)(=O)C1=CC=C(C=C1)NC(C(C(F)F)(C(F)F)O)=O (N-[4-(2-Pyridylsulfonyl)phenyl]-3,3-difluoro-2-hydroxy-2-difluoromethyl propionamide). Yield: 42.8%. Reaction SMILES: [F:1][CH:2]([F:11])[C:3]([CH:8]([F:10])[F:9])([OH:7])[C:4](O)=[O:5].S(Cl)(Cl)=O.[N:16]1[CH:21]=[CH:20][CH:19]=[CH:18][C:17]=1[S:22]([C:25]1[CH:31]=[CH:30][C:28]([NH2:29])=[CH:27][CH:26]=1)(=[O:24])=[O:23].C(=O)(O)[O-].[Na+]>CC(N(C)C)=O.O>[N:16]1[CH:21]=[CH:20][CH:19]=[CH:18][C:17]=1[S:22]([C:25]1[CH:31]=[CH:30][C:28]([NH:29][C:4](=[O:5])[C:3]([OH:7])([CH:8]([F:10])[F:9])[CH:2]([F:11])[F:1])=[CH:27][CH:26]=1)(=[O:23])=[O:24] |f:3.4|. Reported procedure: To a solution of 2,2-bis-difluoromethyl-2-hydroxyacetic acid (0.5 g, 2.84 mmole) in dimethylacetamide (10 ml) at -10° C. was added thionyl chloride (0.34 g, 2.84 mmol) dropwise. The resulting solution was stirred at -10° C. for approximately 30 min. 4-(2-Pyridylsulfonyl)aniline (0.58 g, 2.5 mmol) was added and the reaction mixture was stirred overnight at room temperature. The reaction mixture was then poured into water, and sodium bicarbonate solution was added to give a pH of 7-7.5. A brown co... Reactants: [Al+3], C1CCOC1, [Cl-], [H-], [H-], [H-], [H-], [Li+], [NH4+], O=C(O)CCc1ccc(CO)cc1. The product is OCCCc1ccc(CO)cc1. As a reaction SMILES: [Al+3:2].[CH2:22]1[O:23][CH2:24][CH2:25][CH2:26]1.[Cl-:20].[H-:1].[H-:4].[H-:5].[H-:6].[Li+:3].[NH4+:21].[OH:7][CH2:8][c:9]1[cH:10][cH:11][c:12]([CH2:15][CH2:16][C:17](=[O:18])[OH:19])[cH:13][cH:14]1>>[OH:7][CH2:8][c:9]1[cH:10][cH:11][c:12]([CH2:15][CH2:16][CH2:17][OH:18])[cH:13][cH:14]1.